Dataset: the Open Reaction Database (ORD), a public repository of structured organic reaction records. Task: describe an organic reaction: reactants, conditions, products, and yield Reactants: ClC1=NC=C(C2=C1N=C(S2)C)I (4-chloro-7-iodo-2-methyl-thiazolo[4,5-c]pyridine), ClC1=NC=CC(=C1)B(O)O (2-chloropyridin-4-boronic acid), NC=1N=C(SC1)C (4-amino-2-methylthiazole). Yields the product ClC1=NC=CC(=C1)C=1C2=C(C(=NC1)NC=1N=C(SC1)C)N=C(S2)C ([7-(2-Chloro-pyridin-4-yl)-2-methyl-thiazolo[4,5-c]pyridin-4-yl]-(2-methyl-thiazol-4-yl)-amine). As a reaction SMILES: Cl[C:2]1[C:7]2[N:8]=[C:9]([CH3:11])[S:10][C:6]=2[C:5](I)=[CH:4][N:3]=1.[Cl:13][C:14]1[CH:19]=[C:18](B(O)O)[CH:17]=[CH:16][N:15]=1.[NH2:23][C:24]1[N:25]=[C:26]([CH3:29])[S:27][CH:28]=1>>[Cl:13][C:14]1[CH:19]=[C:18]([C:5]2[C:6]3[S:10][C:9]([CH3:11])=[N:8][C:7]=3[C:2]([NH:23][C:24]3[N:25]=[C:26]([CH3:29])[S:27][CH:28]=3)=[N:3][CH:4]=2)[CH:17]=[CH:16][N:15]=1. Procedure details: The title compound, MS: m/e=374.0 (M+H+), was prepared in accordance with the general method of example 2, step 1 and step 2 from 4-chloro-7-iodo-2-methyl-thiazolo[4,5-c]pyridine (Example B), 2-chloropyridin-4-boronic acid and 4-amino-2-methylthiazole (Example C). Starting materials: CON(C(=O)C=1N=CN(C1)C=1C=C(C=CC1)C1=C(C=CC=C1)OC)C (1-(2′-Methoxy-biphenyl-3-yl)-1H-imidazole-4-carboxylic acid methoxy-methyl-amide), BrC1=NC=CC(=C1)C (2-bromo-4-methylpyridine). Yields the product COC1=C(C=CC=C1)C1=CC(=CC=C1)N1C=NC(=C1)C(=O)C1=NC=CC(=C1)C ([1-(2′-Methoxy-biphenyl-3-yl)-1H-imidazol-4-yl]-(4-methyl-pyridin-2-yl)-methanone). RXN SMILES: CON(C)[C:4]([C:6]1[N:7]=[CH:8][N:9]([C:11]2[CH:12]=[C:13]([C:17]3[CH:22]=[CH:21][CH:20]=[CH:19][C:18]=3[O:23][CH3:24])[CH:14]=[CH:15][CH:16]=2)[CH:10]=1)=[O:5].Br[C:27]1[CH:32]=[C:31]([CH3:33])[CH:30]=[CH:29][N:28]=1>>[CH3:24][O:23][C:18]1[CH:19]=[CH:20][CH:21]=[CH:22][C:17]=1[C:13]1[CH:14]=[CH:15][CH:16]=[C:11]([N:9]2[CH:10]=[C:6]([C:4]([C:27]3[CH:32]=[C:31]([CH3:33])[CH:30]=[CH:29][N:28]=3)=[O:5])[N:7]=[CH:8]2)[CH:12]=1. Reported procedure: This compound is prepared by method C using compound 12c and 2-bromo-4-methylpyridine Reactants: OCCC1(CCCCC1)CCC(C(=O)OCC)(C(=O)OCC)C(=O)OCC (triethyl 3-[1-(2-hydroxyethyl)cyclohexyl]-1,1,1-propanetricarboxylate), IC1=CC=CC=C1.C(C)(=O)O.C(C)(=O)O (diacetic acid iodobenzene), C(C)OCC (Diethyl ether). Solvent: ClCCl (dichloromethane). Reaction conditions: time 16 hour. Product: C(=O)CC1(CCCCC1)CCC(C(=O)OCC)(C(=O)OCC)C(=O)OCC (Triethyl 3-[1-(formylmethyl)cyclohexyl]-1,1,1-propanetricarboxylate). Reaction SMILES: [OH:1][CH2:2][CH2:3][C:4]1([CH2:10][CH2:11][C:12]([C:23]([O:25][CH2:26][CH3:27])=[O:24])([C:18]([O:20][CH2:21][CH3:22])=[O:19])[C:13]([O:15][CH2:16][CH3:17])=[O:14])[CH2:9][CH2:8][CH2:7][CH2:6][CH2:5]1.IC1C=CC=CC=1.C(O)(=O)C.C(O)(=O)C.C(OCC)C>ClCCl>[CH:2]([CH2:3][C:4]1([CH2:10][CH2:11][C:12]([C:13]([O:15][CH2:16][CH3:17])=[O:14])([C:23]([O:25][CH2:26][CH3:27])=[O:24])[C:18]([O:20][CH2:21][CH3:22])=[O:19])[CH2:5][CH2:6][CH2:7][CH2:8][CH2:9]1)=[O:1] |f:1.2.3|. Reported procedure: To a solution of triethyl 3-[1-(2-hydroxyethyl)cyclohexyl]-1,1,1-propanetricarboxylate (230 mg) in dichloromethane (6 mL) were added diacetic acid iodobenzene (213 mg) and 2,2,6,6-tetramethyl-1-piperidinyloxy free radical (9.3 mg) at room temperature. The solution was stirred at room temperature for 16 hours. Diethyl ether was added to the solution, and it washed in turn with an aqueous sodium thiosulfate solution, 1N hydrochloric acid, saturated aqueous sodium bicarbonate solution and saturated... Starting materials: S(=O)(Cl)Cl (Thionyl chloride), [Na].C(C)(=O)O.N1C=NC=C1 (imidazole acetic acid sodium), CO (MeOH). Conditions: time 8 hour. Product: N1C=NC(=C1)CC(=O)OC (methyl 1H-imidazol-4-ylacetate). Yield: 84.0%. RXN SMILES: S(Cl)(Cl)=O.[Na].[C:6]([OH:9])(=[O:8])[CH3:7].[NH:10]1[CH:14]=[CH:13][N:12]=[CH:11]1.[CH3:15]O>>[NH:10]1[CH:14]=[C:13]([CH2:7][C:6]([O:9][CH3:15])=[O:8])[N:12]=[CH:11]1 |f:1.2.3,^1:4|. Reported procedure: Thionyl chloride (3 mL, 41.1 mmol) was added slowly over the course of 30 mins to a 0° C. solution of imidazole acetic acid sodium salt (1.84 g, 10.0 mmol) in MeOH (40 mL) and the solution was stirred at RT overnight and evaporated. Aqueous NH4OH was slowly added and the solution was extracted with 9:1 CH2Cl2:MeOH to provide the title compound (1.18 g, 84%) as a yellow oil. 1H NMR (400 MHz, CHLOROFORM-d) δ ppm 7.69 (d, J=5.22 Hz, 1H), 7.02 (br. s., 1H), 3.63-3.82 (m, 5H). Starting materials: C([O-])([O-])=O.[K+].[K+] (Potassium carbonate), COC(=O)C=1C(=C(C=2N(C1)C(=CN2)C#C[Si](C)(C)C)F)NC2=C(C=C(C=C2)C)F (8-fluoro-7-(2-fluoro-4-methylphenylamino)-3-trimethylsilanylethynylimidazo[1,2-a]pyridine-6-carboxylic acid methyl ester). The solvent is CO (MeOH), C(C)(=O)OCC (ethyl acetate). Reaction conditions: time 2 hour. The product is COC(=O)C=1C(=C(C=2N(C1)C(=CN2)C#C)F)NC2=C(C=C(C=C2)C)F (3-ethynyl-8-fluoro-7-(2-fluoro-4-methylphenylamino)-imidazo[1,2-a]pyridine-6-carboxylic acid methyl ester). The yield is 65.0%. As a reaction SMILES: C(=O)([O-])[O-].[K+].[K+].[CH3:7][O:8][C:9]([C:11]1[C:12]([NH:27][C:28]2[CH:33]=[CH:32][C:31]([CH3:34])=[CH:30][C:29]=2[F:35])=[C:13]([F:26])[C:14]2[N:15]([C:17]([C:20]#[C:21][Si](C)(C)C)=[CH:18][N:19]=2)[CH:16]=1)=[O:10]>CO.C(OCC)(=O)C>[CH3:7][O:8][C:9]([C:11]1[C:12]([NH:27][C:28]2[CH:33]=[CH:32][C:31]([CH3:34])=[CH:30][C:29]=2[F:35])=[C:13]([F:26])[C:14]2[N:15]([C:17]([C:20]#[CH:21])=[CH:18][N:19]=2)[CH:16]=1)=[O:10] |f:0.1.2|. Reported procedure: Potassium carbonate (70 mg, 0.51 mmol) was added to a solution of 8-fluoro-7-(2-fluoro-4-methylphenylamino)-3-trimethylsilanylethynylimidazo[1,2-a]pyridine-6-carboxylic acid methyl ester in MeOH (5 mL) and stirred at room temperature for two hours. The mixture was diluted with ethyl acetate, washed with brine (2×), dried over Na2SO4 and concentrated to a brown residue. Flash column chromatography (dichloromethane to 80:1 dichloromethane/MeOH) provided the desired product (16 mg, 65%) as a yellow... Reactants: ClC1=NC2=CC=CC=C2C(=C1N)NCC(C)C (2-chloro-N4 -(2-methylpropyl)-3,4-quinolinediamine), C(C)OC(OCC)OCC (triethylorthoformate). Run in C(C)O (ethanol). The product is ClC1=NC=2C=CC=CC2C2=C1N=CN2CC(C)C (4-chloro-1-(2-methylpropyl)-1H-imidazo[4,5-c]quinoline). The yield is 92.0%. Reaction SMILES: [Cl:1][C:2]1[C:11]([NH2:12])=[C:10]([NH:13][CH2:14][CH:15]([CH3:17])[CH3:16])[C:9]2[C:4](=[CH:5][CH:6]=[CH:7][CH:8]=2)[N:3]=1.[CH2:18](OC(OCC)OCC)C>C(O)C>[Cl:1][C:2]1[C:11]2[N:12]=[CH:18][N:13]([CH2:14][CH:15]([CH3:17])[CH3:16])[C:10]=2[C:9]2[CH:8]=[CH:7][CH:6]=[CH:5][C:4]=2[N:3]=1. Procedure details: A suspension of 2-chloro-N4 -(2-methylpropyl)-3,4-quinolinediamine (35 g) and triethylorthoformate (52.3 g, 2.5 eq) was heated at 145° C. for 10 h, during which time ethanol was removed by distillation. The resulting mixture was cooled to room temperature and the solid was removed by filtration. The solid was dissolved in hydrochloric acid (100 mL, 4N). The resulting solution was added to a solution of sodium hydroxide. The precipitate was filtered and washed with water to afford the product 4-c... As a reaction SMILES: [CH2:31]=[O:32].[Cl:1][c:2]1[c:3]([F:30])[c:4]([NH:8][c:9]2[n:10][cH:11][n:12][c:13]3[cH:14][c:15]([O:28][CH3:29])[c:16]([CH2:19][NH:20][CH:21]4[C:22](=[O:27])[NH:23][CH2:24][CH2:25][CH2:26]4)[cH:17][c:18]23)[cH:5][cH:6][cH:7]1>>[Cl:1][c:2]1[c:3]([F:30])[c:4]([NH:8][c:9]2[n:10][cH:11][n:12][c:13]3[cH:14][c:15]([O:28][CH3:29])[c:16]([CH2:19][N:20]([CH:21]4[C:22](=[O:27])[NH:23][CH2:24][CH2:25][CH2:26]4)[CH3:31])[cH:17][c:18]23)[cH:5][cH:6][cH:7]1. Yields the product COc1cc2ncnc(Nc3cccc(Cl)c3F)c2cc1CN(C)C1CCCNC1=O. Reactants: C=O, COc1cc2ncnc(Nc3cccc(Cl)c3F)c2cc1CNC1CCCNC1=O.